This data is from the Open Reaction Database (ORD), a public repository of structured organic reaction records. The task is: describe an organic reaction: reactants, conditions, products, and yield RXN SMILES: [CH3:11][O:12][C:13]([C:14]([CH3:15])([CH3:16])[Br:17])=[O:18].[CH3:20][C:21]#[N:22].[H-:10].[Na+:9].[OH2:19].[SH:1][c:2]1[cH:3][cH:4][c:5]([OH:8])[cH:6][cH:7]1>>[S:1]([c:2]1[cH:3][cH:4][c:5]([OH:8])[cH:6][cH:7]1)[C:14]([C:13]([O:12][CH3:11])=[O:18])([CH3:15])[CH3:16]. Starting materials: COC(=O)C(C)(C)Br, CC#N, [H-], [Na+], O, Oc1ccc(S)cc1. Product: COC(=O)C(C)(C)Sc1ccc(O)cc1. The reactants are CC(C)N=C=NC(C)C, CCN(C(C)C)C(C)C, Cl, COC(=O)C(C)(C)N, CN(C)C=O, On1nnc2ccccc21, O=C(O)c1ccc2ccccc2c1O. Product: COC(=O)C(C)(C)NC(=O)c1ccc2ccccc2c1O. Reaction SMILES: [CH:25]([N:26]=[C:27]=[N:28][CH:29]([CH3:30])[CH3:31])([CH3:32])[CH3:33].[CH:34]([N:35]([CH2:36][CH3:37])[CH:38]([CH3:39])[CH3:40])([CH3:41])[CH3:42].[ClH:43].[NH2:44][C:45]([C:46](=[O:47])[O:48][CH3:49])([CH3:50])[CH3:51].[O:52]=[CH:53][N:54]([CH3:55])[CH3:56].[OH:15][n:16]1[c:17]2[cH:18][cH:19][cH:20][cH:21][c:22]2[n:23][n:24]1.[OH:1][c:2]1[c:3]([C:12](=[O:13])[OH:14])[cH:4][cH:5][c:6]2[cH:7][cH:8][cH:9][cH:10][c:11]12>>[OH:1][c:2]1[c:3]([C:12](=[O:14])[NH:44][C:45]([C:46](=[O:47])[O:48][CH3:49])([CH3:50])[CH3:51])[cH:4][cH:5][c:6]2[cH:7][cH:8][cH:9][cH:10][c:11]12. Starting materials: O=C([O-])[O-], CC1CCC(N2CCNCC2)CC1, CS(C)=O, CCOC(=O)c1ccc(F)cc1, [K+], [K+], O. Product: CCOC(=O)c1ccc(N2CCN(C3CCC(C)CC3)CC2)cc1. RXN SMILES: [C:26](=[O:27])([O-:28])[O-:29].[CH3:1][CH:2]1[CH2:3][CH2:4][CH:5]([N:8]2[CH2:9][CH2:10][NH:11][CH2:12][CH2:13]2)[CH2:6][CH2:7]1.[CH3:33][S:34]([CH3:35])=[O:36].[F:14][c:15]1[cH:16][cH:17][c:18]([C:19](=[O:20])[O:21][CH2:22][CH3:23])[cH:24][cH:25]1.[K+:30].[K+:31].[OH2:32]>>[CH3:1][CH:2]1[CH2:3][CH2:4][CH:5]([N:8]2[CH2:9][CH2:10][N:11]([c:15]3[cH:16][cH:17][c:18]([C:19](=[O:20])[O:21][CH2:22][CH3:23])[cH:24][cH:25]3)[CH2:12][CH2:13]2)[CH2:6][CH2:7]1. Starting materials: N(C1=CC=CC=C1)C1=NC(=CC(=N1)C)C=C(C)Cl (2-anilino-4-methyl-6-(2-chloropropen-1-yl)pyrimidine), [OH-].[Na+] (NaOH), C(C)#N (acetonitrile), C1(=CC=CC=C1)C (toluene). Run in O (water). Product: N(C1=CC=CC=C1)C1=NC(=CC(=N1)C)C#CC (2-anilino-4-methyl-6-(1-propynyl)pyrimidine). Isolated yield 37.4%. Reaction SMILES: [NH:1]([C:8]1[N:13]=[C:12]([CH3:14])[CH:11]=[C:10]([CH:15]=[C:16](Cl)[CH3:17])[N:9]=1)[C:2]1[CH:7]=[CH:6][CH:5]=[CH:4][CH:3]=1.[OH-].[Na+].C(#N)C.C1(C)C=CC=CC=1>O>[NH:1]([C:8]1[N:13]=[C:12]([CH3:14])[CH:11]=[C:10]([C:15]#[C:16][CH3:17])[N:9]=1)[C:2]1[CH:3]=[CH:4][CH:5]=[CH:6][CH:7]=1 |f:1.2|. Procedure: Into a 50 ml reaction flask equipped with a stirrer, a thermometer and a condenser, 5.2 g (0.02 mol) of 2-anilino-4-methyl-6-(2-chloropropen-1-yl)pyrimidine, 2.4 g (0.06 mol) of NaOH powder and 50 ml of acetonitrile were charged, and the mixture was reacted at room temperature for 5 hours. After the reaction, toluene and water were added to the reaction mixture, followed by liquid separation. The toluene layer was washed with water. The toluene layer was concentrated and subjected to column chro... Reactants: CCOC(=O)C(F)=C(C)c1cc2cccc(-c3cc(C(C)C)cc(C(C)C)c3OCC(F)F)c2o1, C1CCOC1, CO, [Li+], [OH-]. The product is CC(=C(F)C(=O)O)c1cc2cccc(-c3cc(C(C)C)cc(C(C)C)c3OCC(F)F)c2o1. Reaction SMILES: [CH2:1]([CH3:2])[O:3][C:4]([C:5](=[C:6]([CH3:7])[c:8]1[cH:9][c:10]2[c:11]([o:12]1)[c:13](-[c:17]1[c:18]([O:29][CH2:30][CH:31]([F:32])[F:33])[c:19]([CH:26]([CH3:27])[CH3:28])[cH:20][c:21]([CH:23]([CH3:24])[CH3:25])[cH:22]1)[cH:14][cH:15][cH:16]2)[F:34])=[O:35].[CH2:36]1[O:37][CH2:38][CH2:39][CH2:40]1.[CH3:43][OH:44].[Li+:42].[OH-:41]>>[O:3]=[C:4]([C:5](=[C:6]([CH3:7])[c:8]1[cH:9][c:10]2[c:11]([o:12]1)[c:13](-[c:17]1[c:18]([O:29][CH2:30][CH:31]([F:32])[F:33])[c:19]([CH:26]([CH3:27])[CH3:28])[cH:20][c:21]([CH:23]([CH3:24])[CH3:25])[cH:22]1)[cH:14][cH:15][cH:16]2)[F:34])[OH:35]. Reactants: ClC1=CC=C(C=C1)C(C(C)NC(=O)C1=CC2=C(N=C(N2)C2=C(C=CC=C2Cl)Cl)C=C1)=O (2-(2,6-dichlorophenyl)-3H-benzimidazole-5-carboxylic acid [2-(4-chlorophenyl)-1-methyl-2-oxoethyl]-amide), CC[N+](CC)(CC)S(=O)(=O)N=C([O-])OC (Burgess Reagent), C(C)(=O)OCC (ethyl acetate). Solvent: C1CCOC1 (THF). Run at temperature 150 celsius. Product: ClC1=CC=C(C=C1)C1=C(N=C(O1)C=1C=CC2=C(NC(=N2)C2=C(C=CC=C2Cl)Cl)C1)C (6-[5-(4-Chlorophenyl)-4-methyloxazol-2-yl]-2-(2,6-dichlorophenyl)-1H-benzimidazole). As a reaction SMILES: [Cl:1][C:2]1[CH:7]=[CH:6][C:5]([C:8](=[O:31])[CH:9]([NH:11][C:12]([C:14]2[CH:30]=[CH:29][C:17]3[N:18]=[C:19]([C:21]4[C:26]([Cl:27])=[CH:25][CH:24]=[CH:23][C:22]=4[Cl:28])[NH:20][C:16]=3[CH:15]=2)=O)[CH3:10])=[CH:4][CH:3]=1.CC[N+](S(N=C(OC)[O-])(=O)=O)(CC)CC.C(OCC)(=O)C>C1COCC1>[Cl:1][C:2]1[CH:7]=[CH:6][C:5]([C:8]2[O:31][C:12]([C:14]3[CH:30]=[CH:29][C:17]4[N:18]=[C:19]([C:21]5[C:22]([Cl:28])=[CH:23][CH:24]=[CH:25][C:26]=5[Cl:27])[NH:20][C:16]=4[CH:15]=3)=[N:11][C:9]=2[CH3:10])=[CH:4][CH:3]=1. Procedure details: A mixture of 2-(2,6-dichlorophenyl)-3H-benzimidazole-5-carboxylic acid [2-(4-chlorophenyl)-1-methyl-2-oxoethyl]-amide (480 mg, 1.02 mmol) and Burgess Reagent (848 mg, 4.06 mmol) in THF (10 mL) was heated in a microwave apparatus at 150° C. for 30 min. The mixture was poured into ethyl acetate and extracted with water and brine. The organic layer was dried, filtered, and the solvent removed under reduced pressure. The residual oil was triturated with acetonitrile to afford the title compound. H1-...